The task is: describe an organic reaction: reactants, conditions, products, and yield. This data is from the Open Reaction Database (ORD), a public repository of structured organic reaction records. The reactants are ClCCl, Cc1cc(C(=O)CN2C(=O)C(NC(=O)Nc3cccc(C(=O)OC(C)(C)C)c3)CN(C3CCCCC3)c3ccccc32)c(C)s1, O=C(O)C(F)(F)F. The product is Cc1cc(C(=O)CN2C(=O)C(NC(=O)Nc3cccc(C(=O)O)c3)CN(C3CCCCC3)c3ccccc32)c(C)s1. As a reaction SMILES: [CH2:53]([Cl:54])[Cl:55].[CH3:8][c:9]1[s:10][c:11]([CH3:52])[cH:12][c:13]1[C:14](=[O:15])[CH2:16][N:17]1[C:18](=[O:51])[CH:19]([NH:34][C:35](=[O:36])[NH:37][c:38]2[cH:39][c:40]([C:44](=[O:45])[O:46][C:47]([CH3:48])([CH3:49])[CH3:50])[cH:41][cH:42][cH:43]2)[CH2:20][N:21]([CH:28]2[CH2:29][CH2:30][CH2:31][CH2:32][CH2:33]2)[c:22]2[c:23]1[cH:24][cH:25][cH:26][cH:27]2.[OH:1][C:2]([C:3]([F:4])([F:5])[F:6])=[O:7]>>[CH3:8][c:9]1[s:10][c:11]([CH3:52])[cH:12][c:13]1[C:14](=[O:15])[CH2:16][N:17]1[C:18](=[O:51])[CH:19]([NH:34][C:35](=[O:36])[NH:37][c:38]2[cH:39][c:40]([C:44](=[O:45])[OH:46])[cH:41][cH:42][cH:43]2)[CH2:20][N:21]([CH:28]2[CH2:29][CH2:30][CH2:31][CH2:32][CH2:33]2)[c:22]2[c:23]1[cH:24][cH:25][cH:26][cH:27]2.